This data is from the Open Reaction Database (ORD), a public repository of structured organic reaction records. The task is: describe an organic reaction: reactants, conditions, products, and yield Starting materials: O=C([O-])[O-], CC(C)(C)c1ccc(CBr)cc1, CCOC(=O)CC1(CCC(C=Cc2ccccc2O)CCc2ccc(C(=O)OC)cc2)CC1, CC#N, [K+], [K+]. Product: CCOC(=O)CC1(CCC(C=Cc2ccccc2OCc2ccc(C(C)(C)C)cc2)CCc2ccc(C(=O)OC)cc2)CC1. Reaction SMILES: [C:13](=[O:14])([O-:15])[O-:16].[C:1]([CH3:2])([CH3:3])([CH3:4])[c:5]1[cH:6][cH:7][c:8]([CH2:9][Br:10])[cH:11][cH:12]1.[CH2:19]([CH3:20])[O:21][C:22]([CH2:23][C:24]1([CH2:27][CH2:28][CH:29]([CH2:30][CH2:31][c:32]2[cH:33][cH:34][c:35]([C:36](=[O:37])[O:38][CH3:39])[cH:40][cH:41]2)[CH:42]=[CH:43][c:44]2[c:45]([OH:50])[cH:46][cH:47][cH:48][cH:49]2)[CH2:25][CH2:26]1)=[O:51].[CH3:52][C:53]#[N:54].[K+:17].[K+:18]>>[C:1]([CH3:2])([CH3:3])([CH3:4])[c:5]1[cH:6][cH:7][c:8]([CH2:9][O:50][c:45]2[c:44]([CH:43]=[CH:42][CH:29]([CH2:28][CH2:27][C:24]3([CH2:23][C:22]([O:21][CH2:19][CH3:20])=[O:51])[CH2:25][CH2:26]3)[CH2:30][CH2:31][c:32]3[cH:33][cH:34][c:35]([C:36](=[O:37])[O:38][CH3:39])[cH:40][cH:41]3)[cH:49][cH:48][cH:47][cH:46]2)[cH:11][cH:12]1. Reactants: C1(CCCCC1)NC1=NC(=NC=C1C=1N=NN(N1)C)NC1=CC=C(C=C1)S(=O)(=NC(=O)OCC)C ((RS)—S-(4-{[4-(cyclohexylamino)-5-(2-methyl-2H-tetrazol-5-yl)pyrimidine-2-yl]amino}phenyl)-N-(ethoxycarbonyl)-S-methylsulfoximide), C(C)[O-].[Na+] (sodium ethanolate), [Na+].[Cl-] (NaCl), C(C)[O-].[Na+] (sodium ethanolate). The solvent is C(C)O (ethanol), C(C)O (ethanol). Run at temperature 60 celsius, time 7 hour. The product is C1(CCCCC1)NC1=NC(=NC=C1C=1N=NN(N1)C)NC1=CC=C(C=C1)S(=O)(=N)C ((RS)—S-(4-{[4-(cyclohexylamino)-5-(2-methyl-2H-tetrazol-5-yl)pyrimidine-2-yl]amino}phenyl)-S-methylsulfoximide). As a reaction SMILES: [CH:1]1([NH:7][C:8]2[C:13]([C:14]3[N:15]=[N:16][N:17]([CH3:19])[N:18]=3)=[CH:12][N:11]=[C:10]([NH:20][C:21]3[CH:26]=[CH:25][C:24]([S:27]([CH3:35])(=[N:29]C(OCC)=O)=[O:28])=[CH:23][CH:22]=3)[N:9]=2)[CH2:6][CH2:5][CH2:4][CH2:3][CH2:2]1.C([O-])C.[Na+].[Na+].[Cl-]>C(O)C>[CH:1]1([NH:7][C:8]2[C:13]([C:14]3[N:15]=[N:16][N:17]([CH3:19])[N:18]=3)=[CH:12][N:11]=[C:10]([NH:20][C:21]3[CH:22]=[CH:23][C:24]([S:27]([CH3:35])(=[NH:29])=[O:28])=[CH:25][CH:26]=3)[N:9]=2)[CH2:6][CH2:5][CH2:4][CH2:3][CH2:2]1 |f:1.2,3.4|. Procedure details: 117 mg (0.23 mmol) (RS)—S-(4-{[4-(cyclohexylamino)-5-(2-methyl-2H-tetrazol-5-yl)pyrimidine-2-yl]amino}phenyl)-N-(ethoxycarbonyl)-S-methylsulfoximide) (Ex. 3.1) in 1.7 ml ethanol are treated with 0.4 mL (0.61 mmol) of a freshly prepared 1.53 molar sodium ethanolate solution and stirred for 7 hours at 60° C. The mixture is diluted with 2 mL ethanol and then treated with a further 1.0 ml (1.53 mmol) of the 1.53 molar sodium ethanolate solution. After 24 hours at 60° C., the mixture is heated to 70°... The product is C(C)(C)N1CCC(C2=CC(=CC=C12)CNC1=CC=C(C(=O)O)C=C1)(C)C (4-[(1-Isopropyl-4,4-dimethyl-1,2,3,4-tetrahydroquinolin-6-yl)methylamino]benzoic Acid). Procedure: Ethyl 4-[(1-isopropyl-4,4-dimethyl-1,2,3,4-tetrahydroquinolin-6-yl)methylamino]benzoate (Compound 9, 43 mg, 0.11 mmol) was dissolved in ethanol (4.0 mL) and the solution treated with 2.3 M KOH (1.0 mL). The solution was heated to 40° C. and stirred for 16 hours. The solution was cooled and concentrated under reduced pressure. The residue was diluted with water, acidified with 10% HCl, and extracted with ethyl acetate (2×). The combined organic layers were washed with brine, dried (MgSO4), filter... Run in C(C)O (ethanol). Conditions: temperature 40 celsius, time 16 hour. Starting materials: C(C)(C)N1CCC(C2=CC(=CC=C12)CNC1=CC=C(C(=O)OCC)C=C1)(C)C (Ethyl 4-[(1-isopropyl-4,4-dimethyl-1,2,3,4-tetrahydroquinolin-6-yl)methylamino]benzoate), C(C)(C)N1CCC(C2=CC(=CC=C12)CNC1=CC=C(C(=O)OCC)C=C1)(C)C (Ethyl 4-[(1-isopropyl-4,4-dimethyl-1,2,3,4-tetrahydroquinolin-6-yl)methylamino]benzoate), [OH-].[K+] (KOH). Isolated yield 74.8%. Reaction SMILES: [CH:1]([N:4]1[C:13]2[C:8](=[CH:9][C:10]([CH2:14][NH:15][C:16]3[CH:26]=[CH:25][C:19]([C:20]([O:22]CC)=[O:21])=[CH:18][CH:17]=3)=[CH:11][CH:12]=2)[C:7]([CH3:28])([CH3:27])[CH2:6][CH2:5]1)([CH3:3])[CH3:2].[OH-].[K+]>C(O)C>[CH:1]([N:4]1[C:13]2[C:8](=[CH:9][C:10]([CH2:14][NH:15][C:16]3[CH:17]=[CH:18][C:19]([C:20]([OH:22])=[O:21])=[CH:25][CH:26]=3)=[CH:11][CH:12]=2)[C:7]([CH3:28])([CH3:27])[CH2:6][CH2:5]1)([CH3:3])[CH3:2] |f:1.2|. Reactants: ClCCl, CS(=O)(=O)c1ccc(C(CC2CC(=O)C2)C(=O)O)cc1Cl, O=C(Cl)C(=O)Cl. The product is CS(=O)(=O)c1ccc(C(CC2CC(=O)C2)C(=O)Cl)cc1Cl. RXN SMILES: [CH2:28]([Cl:29])[Cl:30].[Cl:1][c:2]1[cH:3][c:4]([CH:12]([C:13](=[O:14])[OH:15])[CH2:16][CH:17]2[CH2:18][C:19](=[O:21])[CH2:20]2)[cH:5][cH:6][c:7]1[S:8](=[O:9])(=[O:10])[CH3:11].[Cl:22][C:23]([C:24]([Cl:25])=[O:26])=[O:27]>>[Cl:1][c:2]1[cH:3][c:4]([CH:12]([C:13](=[O:14])[Cl:22])[CH2:16][CH:17]2[CH2:18][C:19](=[O:21])[CH2:20]2)[cH:5][cH:6][c:7]1[S:8](=[O:9])(=[O:10])[CH3:11]. Starting materials: C(CCCCCCC\C=C/CCCCCCCC)(=O)OC (methyl oleat), NCC(CO)O (3-amino-1,2-propanediol). Conditions: time 24 hour. Product: C(CCCCCCC\C=C/CCCCCCCC)NCC(CO)O (N-oleyl-(3 amino-1,2-propanediol)). RXN SMILES: [C:1](OC)(=O)[CH2:2][CH2:3][CH2:4][CH2:5][CH2:6][CH2:7][CH2:8]/[CH:9]=[CH:10]\[CH2:11][CH2:12][CH2:13][CH2:14][CH2:15][CH2:16][CH2:17][CH3:18].[NH2:22][CH2:23][CH:24]([OH:27])[CH2:25][OH:26]>>[CH2:1]([NH:22][CH2:23][CH:24]([OH:27])[CH2:25][OH:26])[CH2:2][CH2:3][CH2:4][CH2:5][CH2:6][CH2:7][CH2:8]/[CH:9]=[CH:10]\[CH2:11][CH2:12][CH2:13][CH2:14][CH2:15][CH2:16][CH2:17][CH3:18]. Procedure: 5 g of methyl oleat (commercially available under the trade name EDENOR® ME V05 from Cognis GmbH, MW 296) and 1.54 g of 3-amino-1,2-propanediol (MW 91.1, Sigma-Aldrich) were mixed together at 70° C. After addition of 100 mg of Novozym® 435 (lipase B from Candida Antarctica, from Novozymes), the reaction was conducted during 24 h at 70° C. under moderate agitation and vacuum (250-300 mbars). The mixture was filtrated to remove the immobilized enzyme. The product of the reaction was analyzed by HP... Product: CC(C[C@]1(CCN(C(O1)=O)[C@@H](C)C1=CC=C(C=C1)C=1OC(=NN1)C)C1=CC=CC=C1)=C ((S)-6-(2-methyl-allyl)-3-{(S)-1-[4-(5-methyl-[1,3,4]oxadiazol-2-yl)-phenyl]-ethyl}-6-phenyl-[1,3]oxazinan-2-one). Solvent: C(C)(=O)OCC (ethyl acetate). Procedure: A mixture of 4-{(S)-1-[(S)-6-(2-hydroxy-2-methyl-propyl)-2-oxo-6-phenyl-[1,3]oxazinan-3-yl]-ethyl}-benzoic acid hydrazide (90 mg), toluene-4-sulfonic acid monohydrate (10 mg), and 1,1,1-trimethoxy-ethane (1 ml) was stirred at room temperature for 1 h, at 80° C. for 2 h, and finally at reflux temperature for 1.5 h. After cooling to ambient temperature, ethyl acetate was added and the resulting mixture was washed with aqueous NaHCO3 solution and brine. The solvent was removed under reduced pressur... Reaction conditions: temperature 80 celsius, time 2 hour. Starting materials: OC(C[C@@]1(CCN(C(O1)=O)[C@@H](C)C1=CC=C(C(=O)NN)C=C1)C1=CC=CC=C1)(C)C (4-{(S)-1-[(S)-6-(2-hydroxy-2-methyl-propyl)-2-oxo-6-phenyl-[1,3]oxazinan-3-yl]-ethyl}-benzoic acid hydrazide), O.C1(=CC=C(C=C1)S(=O)(=O)O)C (toluene-4-sulfonic acid monohydrate), COC(C)(OC)OC (1,1,1-trimethoxy-ethane). Reaction SMILES: O[C:2]([CH3:30])([CH3:29])[CH2:3][C@@:4]1([C:23]2[CH:28]=[CH:27][CH:26]=[CH:25][CH:24]=2)[O:9][C:8](=[O:10])[N:7]([C@H:11]([C:13]2[CH:22]=[CH:21][C:16]([C:17]([NH:19][NH2:20])=[O:18])=[CH:15][CH:14]=2)[CH3:12])[CH2:6][CH2:5]1.O.[C:32]1(C)C=CC(S(O)(=O)=O)=C[CH:33]=1.COC(OC)(OC)C>C(OCC)(=O)C>[CH3:29][C:2](=[CH2:30])[CH2:3][C@:4]1([C:23]2[CH:24]=[CH:25][CH:26]=[CH:27][CH:28]=2)[O:9][C:8](=[O:10])[N:7]([C@H:11]([C:13]2[CH:22]=[CH:21][C:16]([C:17]3[O:18][C:32]([CH3:33])=[N:20][N:19]=3)=[CH:15][CH:14]=2)[CH3:12])[CH2:6][CH2:5]1 |f:1.2|. Reactants: CCN(CC)CCNC(=O)C=1C=CC(=CC1)N.Cl (procainamide hydrochloride), C1(=CC=CC=C1)CS(=O)(=O)Cl (α-toluenesulfonyl chloride). Solvent: CC(=O)C (acetone). Reaction conditions: temperature -50 celsius, time 1 hour. Yields the product Cl.C(C)N(CCNC(=O)C1=CC=C(C=C1)NS(=O)(=O)CC1=CC=CC=C1)CC (N-[4-[[2-(Diethylamino)ethyl]aminocarbonyl]phenyl]benzenemethanesulfonamide hydrochloride). As a reaction SMILES: [CH3:1][CH2:2][N:3]([CH2:6][CH2:7][NH:8][C:9]([C:11]1[CH:12]=[CH:13][C:14]([NH2:17])=[CH:15][CH:16]=1)=[O:10])[CH2:4][CH3:5].Cl.[C:19]1([CH2:25][S:26]([Cl:29])(=[O:28])=[O:27])[CH:24]=[CH:23][CH:22]=[CH:21][CH:20]=1>CC(C)=O>[ClH:29].[CH2:4]([N:3]([CH2:2][CH3:1])[CH2:6][CH2:7][NH:8][C:9]([C:11]1[CH:16]=[CH:15][C:14]([NH:17][S:26]([CH2:25][C:19]2[CH:24]=[CH:23][CH:22]=[CH:21][CH:20]=2)(=[O:28])=[O:27])=[CH:13][CH:12]=1)=[O:10])[CH3:5] |f:0.1,4.5|. Procedure details: To a solution of 7.1 g (0.026 moles) of procainamide hydrochloride in 100 ml acetone and 5 ml triethylamino at -50° C., is added slowly 5.0 g (0.026 moles) of α-toluenesulfonyl chloride. Stir at -50° C. for 1 hour, then warm to room temperature and stir for 16 hours. Remove the solvent in vacuo. Slurry the residue in 200 ml ether, and wash 2×100 ml portions of methylene chloride. The combined methylene chloride extracted are vacuum stripped to dryness. The residue is dissolved in 100 ml ethanol ...